From a dataset of the Open Reaction Database (ORD), a public repository of structured organic reaction records. describe an organic reaction: reactants, conditions, products, and yield The reactants are N1[C@@H](CCCNC(NS(=O)(=O)C2=C(C)C=C(OC)C(C)=C2C)=N)C(=O)NCC(=O)N[C@@H](CC(O)=O)C(=O)N[C@H](CC2=CC=CC=C2)C(=O)N2[C@@H](C1=O)CCCC2 (cyclo-(Arg(Mtr)-Gly-Asp-DPhe-DhPro)). Run in C1(=CC=CC=C1)S (thiophenol), C(=O)(C(F)(F)F)O (TFA), ClCCl (dichloromethane). Run at time 4 hour. Yields the product N1[C@@H](CCCNC(N)=N)C(=O)NCC(=O)N[C@@H](CC(O)=O)C(=O)N[C@H](CC2=CC=CC=C2)C(=O)N2[C@@H](C1=O)CCCC2 (cyclo-(Arg-Gly-Asp-DPhe-DhPro)). Reaction SMILES: [NH:1]1[C:51](=[O:52])[C@H:50]2[CH2:53][CH2:54][CH2:55][CH2:56][N:49]2[C:47](=[O:48])[C@@H:39]([CH2:40][C:41]2[CH:46]=[CH:45][CH:44]=[CH:43][CH:42]=2)[NH:38][C:36](=[O:37])[C@H:31]([CH2:32][C:33](=[O:35])[OH:34])[NH:30][C:28](=[O:29])[CH2:27][NH:26][C:24](=[O:25])[C@@H:2]1[CH2:3][CH2:4][CH2:5][NH:6][C:7](=[NH:23])[NH:8]S(C1C(C)=C(C)C(OC)=CC=1C)(=O)=O>C(O)(C(F)(F)F)=O.ClCCl.C1(S)C=CC=CC=1>[NH:1]1[C:51](=[O:52])[C@H:50]2[CH2:53][CH2:54][CH2:55][CH2:56][N:49]2[C:47](=[O:48])[C@@H:39]([CH2:40][C:41]2[CH:46]=[CH:45][CH:44]=[CH:43][CH:42]=2)[NH:38][C:36](=[O:37])[C@H:31]([CH2:32][C:33](=[O:34])[OH:35])[NH:30][C:28](=[O:29])[CH2:27][NH:26][C:24](=[O:25])[C@@H:2]1[CH2:3][CH2:4][CH2:5][NH:6][C:7](=[NH:8])[NH2:23]. Procedure details: A solution of 0.28 g of cyclo-(Arg(Mtr)-Gly-Asp-DPhe-DhPro) [obtainable by cyclization according to Ex. 1] in 8.4 ml of TFA, 1.7 ml of dichloromethane and 0.9 ml of thiophenol is allowed to stand at room temperature for 4 hours, then concentrated, and the residue is diluted with water and then freeze-dried. Gel filtration on Sephadex G 10 (acetic acid/water 1:1) and subsequent purification by preparative HPLC under the conditions indicated give cyclo-(Arg-Gly-Asp-DPhe-DhPro); FAB-MS (M+H): 587. Reactants: FC(C=1C=C(C(=O)NCC(=O)O)C=CC1)(F)F (N-[3-(Trifluoromethyl)benzoyl]glycine), CCN=C=NCCCN(C)C (EDCI), O.ON1N=NC2=C1C=CC=C2 (1-hydroxybenzotriazole hydrate), C(C)(C)(C)OC(=O)N1CCC(CC1)CN (1-(tert-butoxycarbonyl)-4-(aminomethyl)piperidine). Run in O (H2O), ClCCl (dichloromethane), C(C)N(CC)CC (triethylamine). Run at temperature 25 celsius, time 20 hour. Yields the product C(C)(C)(C)OC(=O)N1CCC(CC1)CNC(CNC(C1=CC(=CC=C1)C(F)(F)F)=O)=O (1-(tert-butoxycarbonyl)-4-[[N-(3-(trifluoromethyl)benzoyl)glycyl]aminomethyl]piperidine). Yield: 84.8%. RXN SMILES: [F:1][C:2]([F:17])([F:16])[C:3]1[CH:4]=[C:5]([CH:13]=[CH:14][CH:15]=1)[C:6]([NH:8][CH2:9][C:10]([OH:12])=O)=[O:7].CCN=C=NCCCN(C)C.O.ON1C2C=CC=CC=2N=N1.[C:40]([O:44][C:45]([N:47]1[CH2:52][CH2:51][CH:50]([CH2:53][NH2:54])[CH2:49][CH2:48]1)=[O:46])([CH3:43])([CH3:42])[CH3:41]>O.ClCCl.C(N(CC)CC)C>[C:40]([O:44][C:45]([N:47]1[CH2:52][CH2:51][CH:50]([CH2:53][NH:54][C:10](=[O:12])[CH2:9][NH:8][C:6](=[O:7])[C:5]2[CH:13]=[CH:14][CH:15]=[C:3]([C:2]([F:1])([F:17])[F:16])[CH:4]=2)[CH2:49][CH2:48]1)=[O:46])([CH3:43])([CH3:42])[CH3:41] |f:2.3|. Procedure: N-[3-(Trifluoromethyl)benzoyl]glycine (4.22 g, 17.0 mmol), EDCI (4.25 g, 22.1 mmol), 1-hydroxybenzotriazole hydrate (2.99 g, 22.1 mmol) and triethylamine (1.72 g) were added to an anhydrous dichloromethane (200 mL) solution of 1-(tert-butoxycarbonyl)-4-(aminomethyl)piperidine (4.03 g). The resulting reaction mixture was stirred at 25° C. for 20 hours, and H2O (100 mL) was then added to the mixture. The obtained mixture was extracted with dichloromethane (50 mLX 2). The extracts were combined, wa...